This data is from the Open Reaction Database (ORD), a public repository of structured organic reaction records. The task is: describe an organic reaction: reactants, conditions, products, and yield The reactants are FC(C(O)C1=CC=C(C=C1)OC(F)(F)F)(F)F (2,2,2-trifluoro-1-(4-trifluoromethoxyphenyl)ethanol), O (water), Cl[O-].[Na+] (sodium hypochlorite). The reagents and catalysts are S(=O)(=O)(O)[O-].C(CCC)[N+](CCCC)(CCCC)CCCC (tetrabutylammonium hydrogen sulfate). The solvent is C(Cl)Cl (methylene chloride). Yields the product FC(C(=O)C1=CC=C(C=C1)OC(F)(F)F)(F)F (4-Trifluoroacetyltrifluoromethoxybenzene). RXN SMILES: [F:1][C:2]([F:17])([F:16])[CH:3]([C:5]1[CH:10]=[CH:9][C:8]([O:11][C:12]([F:15])([F:14])[F:13])=[CH:7][CH:6]=1)[OH:4].Cl[O-].[Na+].O>S([O-])(O)(=O)=O.C([N+](CCCC)(CCCC)CCCC)CCC.C(Cl)Cl>[F:1][C:2]([F:16])([F:17])[C:3]([C:5]1[CH:10]=[CH:9][C:8]([O:11][C:12]([F:13])([F:14])[F:15])=[CH:7][CH:6]=1)=[O:4] |f:1.2,4.5|. Reported procedure: 24.0 g (0.09 mol) of 2,2,2-trifluoro-1-(4-trifluoromethoxyphenyl)ethanol and 1.57 g (0.0046 mol) of tetrabutylammonium hydrogen sulfate are dissolved in 250 ml of methylene chloride at room temperature. 100 ml (0.12 mol) of an approximately 12% strength sodium hypochlorite solution are metered in within 20 minutes with vigorous stirring and the mixture is stirred for a further 5 hours during which the temperature rises to 40° C. The reaction mixture is added to 400 ml of water, the phases are se... Starting materials: CCOC(C)=O, C=Cc1cc(C(=O)OC)ccc1OCC1CCCCC1. Product: CCc1cc(C(=O)OC)ccc1OCC1CCCCC1. As a reaction SMILES: [CH3:21][CH2:22][O:23][C:24]([CH3:25])=[O:26].[CH:1]1([CH2:7][O:8][c:9]2[c:10]([CH:19]=[CH2:20])[cH:11][c:12]([C:13](=[O:14])[O:15][CH3:16])[cH:17][cH:18]2)[CH2:2][CH2:3][CH2:4][CH2:5][CH2:6]1>>[CH:1]1([CH2:7][O:8][c:9]2[c:10]([CH2:19][CH3:20])[cH:11][c:12]([C:13](=[O:14])[O:15][CH3:16])[cH:17][cH:18]2)[CH2:2][CH2:3][CH2:4][CH2:5][CH2:6]1. Starting materials: ClC1=NS(C2=C(N1)C=CC(=C2)Cl)(=O)=O (3,7-dichloro-4H-1,2,4-benzothiadiazine 1,1-dioxide), CC(CC(CC)C)N (1,3-dimethylpentylamine), example 21. Product: ClC1=CC2=C(NC(=NS2(=O)=O)NC(CC(CC)C)C)C=C1 (7-Chloro-3-(1,3-dimethylpentyl)amino-4H-1,2,4-benzothiadiazine 1,1-dioxide). Reaction SMILES: Cl[C:2]1[NH:7][C:6]2[CH:8]=[CH:9][C:10]([Cl:12])=[CH:11][C:5]=2[S:4](=[O:14])(=[O:13])[N:3]=1.[CH3:15][CH:16]([NH2:22])[CH2:17][CH:18]([CH3:21])[CH2:19][CH3:20]>>[Cl:12][C:10]1[CH:9]=[CH:8][C:6]2[NH:7][C:2]([NH:22][CH:16]([CH3:15])[CH2:17][CH:18]([CH3:21])[CH2:19][CH3:20])=[N:3][S:4](=[O:14])(=[O:13])[C:5]=2[CH:11]=1. Procedure: Starting from 3,7-dichloro-4H-1,2,4-benzothiadiazine 1,1-dioxide (500 mg; 1.99 mmol) and 1,3-dimethylpentylamine (1 g; 8.68 mmol) and with the use of same procedure as in example 21 230 mg (35.1%) of the title compound was prepared; m.p. >220° C.; 1H-NMR (DMSO-d6) ppm; 10.41 (s, 1H, NH), 7.68 (d, 1H, H-8), 7.60 (dd, 1H, H-5), 7.2 (d, 1H, H-7), 7.0 (br, 1H, NH), 3.95 (m, 1H, CH), 1.5 (m, 8H), 0.9 (m, 6H, 2×CH3); MS:EI/70eV: 329 (M+), 301, 258, 231, 190, 126, 69, 44. Analysis: C14H20ClN3O2S requir... Starting materials: O=CCCBr, C=CCCN, CO, [Na+], [OH-]. Product: C=CCCNCCC=O. Reaction SMILES: [Br:6][CH2:7][CH2:8][CH:9]=[O:10].[CH2:1]([CH2:2][CH:3]=[CH2:4])[NH2:5].[CH3:13][OH:14].[Na+:12].[OH-:11]>>[CH2:1]([CH2:2][CH:3]=[CH2:4])[NH:5][CH2:7][CH2:8][CH:9]=[O:10]. The reactants are B, C1CCOC1, CSC, CO, CC(=O)NCC1CCC(c2nc(-c3cccc(C(F)(F)F)c3)c[nH]2)CC1. The product is CCNCC1CCC(c2nc(-c3cccc(C(F)(F)F)c3)c[nH]2)CC1. As a reaction SMILES: [BH3:30].[CH2:33]1[O:34][CH2:35][CH2:36][CH2:37]1.[CH3:27][S:28][CH3:29].[CH3:31][OH:32].[F:1][C:2]([c:3]1[cH:4][c:5](-[c:9]2[n:10][c:11]([CH:14]3[CH2:15][CH2:16][CH:17]([CH2:20][NH:21][C:22]([CH3:23])=[O:24])[CH2:18][CH2:19]3)[nH:12][cH:13]2)[cH:6][cH:7][cH:8]1)([F:25])[F:26]>>[F:1][C:2]([c:3]1[cH:4][c:5](-[c:9]2[n:10][c:11]([CH:14]3[CH2:15][CH2:16][CH:17]([CH2:20][NH:21][CH2:22][CH3:23])[CH2:18][CH2:19]3)[nH:12][cH:13]2)[cH:6][cH:7][cH:8]1)([F:25])[F:26]. The reactants are CCCN(CCC)c1cc(C)nc2c(-c3ccc(Cl)cc3C)c(C)nn12, CCCN(CC1CC1)c1cc(C)nc2c(-c3ccc(Cl)cc3Cl)c(C)nn12. Product: CCCN(CC1CC1)c1cc(C)nc2c(-c3ccc(Cl)cc3C)c(C)nn12. Reaction SMILES: [CH3:28][c:29]1[cH:30][c:31]([Cl:32])[cH:33][cH:34][c:35]1-[c:36]1[c:37]([CH3:38])[n:39][n:40]2[c:41]([N:42]([CH2:43][CH2:44][CH3:45])[CH2:46][CH2:47][CH3:48])[cH:49][c:50]([CH3:51])[n:52][c:53]12.[CH:1]1([CH2:4][N:5]([CH2:6][CH2:7][CH3:8])[c:9]2[cH:10][c:11]([CH3:27])[n:12][c:13]3[n:14]2[n:15][c:16]([CH3:26])[c:17]3-[c:18]2[c:19]([Cl:25])[cH:20][c:21]([Cl:24])[cH:22][cH:23]2)[CH2:2][CH2:3]1>>[CH:1]1([CH2:4][N:5]([CH2:6][CH2:7][CH3:8])[c:9]2[cH:10][c:11]([CH3:27])[n:12][c:13]3[n:14]2[n:15][c:16]([CH3:26])[c:17]3-[c:18]2[c:19]([CH3:28])[cH:20][c:21]([Cl:24])[cH:22][cH:23]2)[CH2:2][CH2:3]1.